From a dataset of the Open Reaction Database (ORD), a public repository of structured organic reaction records. describe an organic reaction: reactants, conditions, products, and yield The reactants are CC(C)(C)OC(=O)N(CCc1ccc(Br)cc1)CC(O)c1cccnc1, C1COCCO1, CCOC(C)=O, [Na+], [Na+], O=C([O-])[O-], O, CC(C)Oc1cc(B(O)O)ccc1C(=O)NS(=O)(=O)CCCO, c1ccc(P(c2ccccc2)(c2ccccc2)[Pd](P(c2ccccc2)(c2ccccc2)c2ccccc2)(P(c2ccccc2)(c2ccccc2)c2ccccc2)P(c2ccccc2)(c2ccccc2)c2ccccc2)cc1. The product is CC(C)Oc1cc(-c2ccc(CCN(CC(O)c3cccnc3)C(=O)OC(C)(C)C)cc2)ccc1C(=O)NS(=O)(=O)CCCO. As a reaction SMILES: [Br:1][c:2]1[cH:3][cH:4][c:5]([CH2:8][CH2:9][N:10]([C:11]([O:12][C:13]([CH3:14])([CH3:15])[CH3:16])=[O:17])[CH2:18][CH:19]([c:20]2[cH:21][n:22][cH:23][cH:24][cH:25]2)[OH:26])[cH:6][cH:7]1.[CH2:62]1[O:63][CH2:64][CH2:65][O:66][CH2:67]1.[CH3:56][CH2:57][O:58][C:59](=[O:60])[CH3:61].[Na+:50].[Na+:51].[O-:52][C:53](=[O:54])[O-:55].[OH2:145].[OH:27][CH2:28][CH2:29][CH2:30][S:31](=[O:32])(=[O:33])[NH:34][C:35](=[O:36])[c:37]1[c:38]([O:46][CH:47]([CH3:48])[CH3:49])[cH:39][c:40]([B:43]([OH:44])[OH:45])[cH:41][cH:42]1.[cH:68]1[cH:69][cH:70][c:71]([P:72]([Pd:73]([P:74]([c:75]2[cH:76][cH:77][cH:78][cH:79][cH:80]2)([c:81]2[cH:82][cH:83][cH:84][cH:85][cH:86]2)[c:87]2[cH:88][cH:89][cH:90][cH:91][cH:92]2)([P:93]([c:94]2[cH:95][cH:96][cH:97][cH:98][cH:99]2)([c:100]2[cH:101][cH:102][cH:103][cH:104][cH:105]2)[c:106]2[cH:107][cH:108][cH:109][cH:110][cH:111]2)[P:112]([c:113]2[cH:114][cH:115][cH:116][cH:117][cH:118]2)([c:119]2[cH:120][cH:121][cH:122][cH:123][cH:124]2)[c:125]2[cH:126][cH:127][cH:128][cH:129][cH:130]2)([c:131]2[cH:132][cH:133][cH:134][cH:135][cH:136]2)[c:137]2[cH:138][cH:139][cH:140][cH:141][cH:142]2)[cH:143][cH:144]1>>[c:2]1(-[c:40]2[cH:39][c:38]([O:46][CH:47]([CH3:48])[CH3:49])[c:37]([C:35]([NH:34][S:31]([CH2:30][CH2:29][CH2:28][OH:27])(=[O:32])=[O:33])=[O:36])[cH:42][cH:41]2)[cH:3][cH:4][c:5]([CH2:8][CH2:9][N:10]([C:11]([O:12][C:13]([CH3:14])([CH3:15])[CH3:16])=[O:17])[CH2:18][CH:19]([c:20]2[cH:21][n:22][cH:23][cH:24][cH:25]2)[OH:26])[cH:6][cH:7]1. Reactants: crude product, C1=CCCCC1 (cyclohexene), SO2Cl2, ClC1=CC=C(C=C1)SCCl (4-Chloro-1-(chloromethylthio)benzene), C(C)(=O)NC1=CC=CC=C1 (acetanilide), CC(C)([O-])C.[K+] (potassium tert-butoxide). Run in C(Cl)Cl (CH2Cl2), C(Cl)Cl (CH2Cl2), C(Cl)Cl (CH2Cl2), CN(C)C=O (DMF). Reaction conditions: temperature 80 celsius, time 2 hour. Product: ClCN(C1=CC=CC=C1)C(C)=O (N-Chloromethyl acetanilide). Reaction SMILES: [Cl:1][C:2]1C=CC(SCCl)=CC=1.[C:11]([NH:14][C:15]1[CH:20]=[CH:19][CH:18]=[CH:17][CH:16]=1)(=[O:13])[CH3:12].CC(C)([O-])C.[K+].C1CCCCC=1>CN(C=O)C.C(Cl)Cl>[Cl:1][CH2:2][N:14]([C:11](=[O:13])[CH3:12])[C:15]1[CH:20]=[CH:19][CH:18]=[CH:17][CH:16]=1 |f:2.3|. Procedure details: 4-Chloro-1-(chloromethylthio)benzene (30 mmol) was added to a mixture of acetanilide (30 mmol) and potassium tert-butoxide (30 mmol) in DMF (75 ml). The mixture was stirred at 80° C. for 2 hours before the solvent was distilled off, the residue dissolved in chloroform and washed three times with water. The dried solution (MgSO4) was evaporated and the residue dissolved in ether. Remaining acetanilide was precipitated by adding Pet. ether and the solution evaporated. Yield 3.0 g. (43%). The crude... The reactants are CCN(C(C)C)C(C)C (DIEA), Cl.Cl.BrC=1C(=C2C(=NC1)NN=C2)N2CCNCC2 (5-bromo-4-(piperazin-1-yl)-1H-pyrazolo[3,4-b]pyridine dihydrochloride), C(C)(C)(C)OC(=O)N[C@@H](C(=O)O)CC1=CC=C(C=C1)Cl ((R)-2-(tert-butoxycarbonylamino)-3-(4-chlorophenyl)propanoic acid), CN(C)C(=[N+](C)C)ON1C2=C(C=CC=C2)N=N1.[B-](F)(F)(F)F (TBTU). Run in C(Cl)Cl (DCM). Reaction conditions: time 16 hour. Product: BrC=1C(=C2C(=NC1)NN=C2)N2CCN(CC2)C([C@@H](CC2=CC=C(C=C2)Cl)NC(OC(C)(C)C)=O)=O ((R)-tert-butyl 1-(4-(5-bromo-1H-pyrazolo[3,4-b]pyridin-4-yl)piperazin-1-yl)-3-(4-chlorophenyl)-1-oxopropan-2-ylcarbamate). Reaction SMILES: CCN(C(C)C)C(C)C.Cl.Cl.[Br:12][C:13]1[C:14]([N:22]2[CH2:27][CH2:26][NH:25][CH2:24][CH2:23]2)=[C:15]2[CH:21]=[N:20][NH:19][C:16]2=[N:17][CH:18]=1.[C:28]([O:32][C:33]([NH:35][C@H:36]([CH2:40][C:41]1[CH:46]=[CH:45][C:44]([Cl:47])=[CH:43][CH:42]=1)[C:37](O)=[O:38])=[O:34])([CH3:31])([CH3:30])[CH3:29].CN(C(ON1N=NC2C=CC=CC1=2)=[N+](C)C)C.[B-](F)(F)(F)F>C(Cl)Cl>[Br:12][C:13]1[C:14]([N:22]2[CH2:23][CH2:24][N:25]([C:37](=[O:38])[C@H:36]([NH:35][C:33](=[O:34])[O:32][C:28]([CH3:29])([CH3:30])[CH3:31])[CH2:40][C:41]3[CH:42]=[CH:43][C:44]([Cl:47])=[CH:45][CH:46]=3)[CH2:26][CH2:27]2)=[C:15]2[CH:21]=[N:20][NH:19][C:16]2=[N:17][CH:18]=1 |f:1.2.3,5.6|. Reported procedure: DIEA (0.0687 mL, 0.394 mmol) was added to a solution of 5-bromo-4-(piperazin-1-yl)-1H-pyrazolo[3,4-b]pyridine dihydrochloride (0.050 g, 0.0986 mmol, see Example 11), (R)-2-(tert-butoxycarbonylamino)-3-(4-chlorophenyl)propanoic acid (0.0295 g, 0.099 mmol) and TBTU (0.0380 g, 0.118 mmol) in DCM (1 mL) and stirred at room temperature for 16 hours. The reaction was concentrated to dryness. The resulting residue was dissolved in THF/MeOH (2 mL, 1:1), and an aqueous LiOH solution (1 mL, 2M) was added.... The reactants are P(Cl)(Cl)(Cl)(Cl)Cl (PCl5), FC(C(F)(F)F)(F)P(C(C(F)(F)F)(F)F)C(C(F)(F)F)(F)F (tris(pentafluoroethyl)phosphine), P(C(F)(F)C(F)(F)F)(C(F)(F)C(F)(F)F)C(F)(F)C(F)(F)F ((C2F5)3P), solution, [OH-].[K+] (KOH). Run in COCCOC (1,2-dimethoxyethane), O (water). Run at time 30 minute. Yields the product P(C(F)(F)C(F)(F)F)(C(F)(F)C(F)(F)F)Cl ((C2F5)2PCl). As a reaction SMILES: [F:1][C:2]([P:8](C(F)(F)C(F)(F)F)[C:9]([F:15])([F:14])[C:10]([F:13])([F:12])[F:11])([F:7])[C:3]([F:6])([F:5])[F:4].[OH-].[K+].P(Cl)(Cl)(Cl)(Cl)[Cl:26]>COCCOC.O>[P:8]([Cl:26])([C:9]([C:10]([F:13])([F:12])[F:11])([F:15])[F:14])[C:2]([C:3]([F:6])([F:5])[F:4])([F:7])[F:1] |f:1.2|. Reported procedure: A solution of 1.16 g (3.0 mmol) of tris(pentafluoroethyl)phosphine, (C2F5)3P, in 1,2-dimethoxyethane is treated with an excess (6 mmol) of a 1.5 M solution of KOH in water. The mixture is stirred at room temperature for 30 min, and the solvent is removed in vacuo. The residue is taken up in 1,2-dimethoxyethane, and an excess of PCl5 (6 mmol) is added, giving bis(pentafluoroethyl)phosphinous acid chloride, (C2F5)2PCl, identified as described above. The reactants are CN(C(OC(C)(C)C)=O)[C@H](C(NC1C(NC2=C(OC13CCOCC3)C=CC=C2)=O)=O)C (tert-butyl methyl((2S)-1-oxo-1-(4-oxo-2′,3′,4,5,5′,6′-hexahydro-3H-spiro[benzo[b][1,4]oxazepine-2,4′-pyran]-3-ylamino)propan-2-yl)carbamate), BrCC1=NOC2=C1C=CC=C2 (3-(bromomethyl)benzo[d]isoxazole), C(=O)([O-])[O-].[Cs+].[Cs+] (Cs2CO3), [Na+].[I-] (NaI). Run in CN(C)C=O (DMF), CCOC(=O)C (EtOAc). Reaction conditions: time 18 hour. The product is O1N=C(C2=C1C=CC=C2)CN2C1=C(OC3(CCOCC3)[C@@H](C2=O)NC([C@H](C)N(C(OC(C)(C)C)=O)C)=O)C=CC=C1 (tert-butyl (S)-1-((S)-5-(benzo[d]isoxazol-3-ylmethyl)-4-oxo-2′,3′,4,5,5′,6′-hexahydro-3H-spiro[benzo[b][1,4]oxazepine-2,4′-pyran]-3-ylamino)-1-oxopropan-2-yl(methyl)carbamate). Isolated yield 26.8%. As a reaction SMILES: [CH3:1][N:2]([C@@H:10]([CH3:31])[C:11](=[O:30])[NH:12][CH:13]1[C:19]2([CH2:24][CH2:23][O:22][CH2:21][CH2:20]2)[O:18][C:17]2[CH:25]=[CH:26][CH:27]=[CH:28][C:16]=2[NH:15][C:14]1=[O:29])[C:3](=[O:9])[O:4][C:5]([CH3:8])([CH3:7])[CH3:6].Br[CH2:33][C:34]1[C:38]2[CH:39]=[CH:40][CH:41]=[CH:42][C:37]=2[O:36][N:35]=1.C([O-])([O-])=O.[Cs+].[Cs+].[Na+].[I-]>CN(C=O)C.CCOC(C)=O>[O:36]1[C:37]2[CH:42]=[CH:41][CH:40]=[CH:39][C:38]=2[C:34]([CH2:33][N:15]2[C:14](=[O:29])[C@@H:13]([NH:12][C:11](=[O:30])[C@@H:10]([N:2]([CH3:1])[C:3](=[O:9])[O:4][C:5]([CH3:8])([CH3:6])[CH3:7])[CH3:31])[C:19]3([CH2:20][CH2:21][O:22][CH2:23][CH2:24]3)[O:18][C:17]3[CH:25]=[CH:26][CH:27]=[CH:28][C:16]2=3)=[N:35]1 |f:2.3.4,5.6|. Procedure details: A mixture of tert-butyl methyl((2S)-1-oxo-1-(4-oxo-2′,3′,4,5,5′,6′-hexahydro-3H-spiro[benzo[b][1,4]oxazepine-2,4′-pyran]-3-ylamino)propan-2-yl)carbamate (156 mg, 360 μmol), 3-(bromomethyl)benzo[d]isoxazole (83.9 mg, 396 μmol), Cs2CO3 (141 mg, 432 μmol) and NaI (64.7 mg, 432 μmol) in DMF (900 μL) was stirred at RT for 18 h, diluted with EtOAc, washed with H2O, brine, dried over Na2SO4, filtered, and the filtrate concentrated to give a residue that was purified by silica gel chromatography. The re... Reactants: C(#N)C(C(=O)N)C1OC(C(=C1Cl)Cl)=O (2-cyano-2-(3,4-dichloro-5-oxo-2,5-dihydrofuran-2-yl)acetamide), FC(C=1C=C(C=CC1)CN)(F)F (1-[3-(trifluoromethyl)phenyl]methanamine). Product: Cl.ClC=1C=C(C(N(C1)CC1=CC(=CC=C1)C(F)(F)F)=N)C(=O)N (5-chloro-2-imino-1-[3-(trifluoromethyl)benzyl]-1,2-dihydropyridine-3-carboxamide hydrochloride). Reaction SMILES: [C:1]([CH:3]([CH:7]1[C:11]([Cl:12])=[C:10](Cl)C(=O)O1)[C:4]([NH2:6])=[O:5])#[N:2].[F:15][C:16]([F:26])([F:25])[C:17]1[CH:18]=[C:19]([CH2:23][NH2:24])[CH:20]=[CH:21][CH:22]=1>>[ClH:12].[Cl:12][C:11]1[CH:7]=[C:3]([C:4]([NH2:6])=[O:5])[C:1](=[NH:2])[N:24]([CH2:23][C:19]2[CH:20]=[CH:21][CH:22]=[C:17]([C:16]([F:15])([F:25])[F:26])[CH:18]=2)[CH:10]=1 |f:2.3|. Procedure details: According to the method of Example 160, 2-cyano-2-(3,4-dichloro-5-oxo-2,5-dihydrofuran-2-yl)acetamide was reacted with 1-[3-(trifluoromethyl)phenyl]methanamine to give the title compound. Reactants: CNC, CCO, CC1COC(CCl)CN1Cc1ccccc1. Yields the product CC1COC(CN(C)C)CN1Cc1ccccc1. As a reaction SMILES: [CH3:17][NH:18][CH3:19].[CH3:20][CH2:21][OH:22].[Cl:1][CH2:2][CH:3]1[O:4][CH2:5][CH:6]([CH3:16])[N:7]([CH2:9][c:10]2[cH:11][cH:12][cH:13][cH:14][cH:15]2)[CH2:8]1>>[CH2:2]([CH:3]1[O:4][CH2:5][CH:6]([CH3:16])[N:7]([CH2:9][c:10]2[cH:11][cH:12][cH:13][cH:14][cH:15]2)[CH2:8]1)[N:18]([CH3:17])[CH3:19].